Dataset: the Open Reaction Database (ORD), a public repository of structured organic reaction records. Task: describe an organic reaction: reactants, conditions, products, and yield The reactants are CC(=O)[O-], O=C([O-])O, CC(=O)[O-], CCC(CC)(c1ccc(OCC(O)C(C)(C)C)c(C)c1)c1ccc(B2OC(C)(C)C(C)(C)O2)c(C)c1, COC(=O)Cc1ccc(Br)cc1, Cc1ccccc1, COc1cccc(OC)c1-c1ccccc1P(C1CCCCC1)C1CCCCC1, [K+], [K+], [K+], [Na+], O, O=P([O-])([O-])[O-], [Pd+2]. Yields the product CCC(CC)(c1ccc(OCC(O)C(C)(C)C)c(C)c1)c1ccc(-c2ccc(CC(=O)OC)cc2)c(C)c1. As a reaction SMILES: [C:103]([O-:104])(=[O:105])[CH3:106].[C:86](=[O:87])([OH:88])[O-:89].[C:98]([O-:99])(=[O:100])[CH3:101].[CH2:50]([CH3:51])[C:52]([CH2:53][CH3:54])([c:55]1[cH:56][c:57]([CH3:70])[c:58]([B:61]2[O:62][C:63]([CH3:64])([CH3:65])[C:66]([CH3:67])([CH3:68])[O:69]2)[cH:59][cH:60]1)[c:71]1[cH:72][c:73]([CH3:85])[c:74]([O:75][CH2:76][CH:77]([C:78]([CH3:79])([CH3:80])[CH3:81])[OH:82])[cH:83][cH:84]1.[CH3:1][O:2][C:3]([CH2:4][c:5]1[cH:6][cH:7][c:8]([Br:11])[cH:9][cH:10]1)=[O:12].[CH3:91][c:92]1[cH:93][cH:94][cH:95][cH:96][cH:97]1.[CH:13]1([P:14]([CH:15]2[CH2:16][CH2:17][CH2:18][CH2:19][CH2:20]2)[c:21]2[cH:22][cH:23][cH:24][cH:25][c:26]2-[c:27]2[c:28]([O:29][CH3:30])[cH:31][cH:32][cH:33][c:34]2[O:35][CH3:36])[CH2:37][CH2:38][CH2:39][CH2:40][CH2:41]1.[K+:47].[K+:48].[K+:49].[Na+:90].[OH2:107].[P:42]([O-:43])([O-:44])([O-:45])=[O:46].[Pd+2:102]>>[CH3:1][O:2][C:3]([CH2:4][c:5]1[cH:6][cH:7][c:8](-[c:58]2[c:57]([CH3:70])[cH:56][c:55]([C:52]([CH2:50][CH3:51])([CH2:53][CH3:54])[c:71]3[cH:72][c:73]([CH3:85])[c:74]([O:75][CH2:76][CH:77]([C:78]([CH3:79])([CH3:80])[CH3:81])[OH:82])[cH:83][cH:84]3)[cH:60][cH:59]2)[cH:9][cH:10]1)=[O:12]. Starting materials: [Si](C)(C)(C(C)(C)C)O[C@H]1C[C@@H](CC2=CC=C3[C@@H]4CC=C(C(C)(C)O)[C@]4(CC[C@@H]3[C@@]12C)C)O[Si](C)(C)C(C)(C)C (1α,3β-Bis(tert-butyldimethylsilyloxy)-20-hydroxy-20-methylpregna-5,7,16-triene), BrCCCC(CC)(O[Si](CC)(CC)CC)CC (1-bromo-4-ethyl-4-(triethylsilyloxy)hexane), [H-].[Na+] (sodium hydride), C1COCCOCCOCCOCCO1 (15-crown-5). Solvent: O1CCCC1 (tetrahydrofuran). Product: [Si](C)(C)(C(C)(C)C)O[C@H]1C[C@@H](CC2=CC=C3[C@@H]4CC=C(C(C)(C)OCCCC(CC)(O[Si](CC)(CC)CC)CC)[C@]4(CC[C@@H]3[C@@]12C)C)O[Si](C)(C)C(C)(C)C (1α,3β-bis(tert-butyldimethylsilyloxy)-20-{4-ethyl-4-(triethylsilyloxy)hexyloxy}-20-methylpregna-5,7,16-triene). The yield is 100.2%. Reaction SMILES: [Si:1]([O:8][C@@H:9]1[C@@:29]2([CH3:30])[C:13](=[CH:14][CH:15]=[C:16]3[C@@H:28]2[CH2:27][CH2:26][C@@:25]2([CH3:31])[C@H:17]3[CH2:18][CH:19]=[C:20]2[C:21]([OH:24])([CH3:23])[CH3:22])[CH2:12][C@@H:11]([O:32][Si:33]([C:36]([CH3:39])([CH3:38])[CH3:37])([CH3:35])[CH3:34])[CH2:10]1)([C:4]([CH3:7])([CH3:6])[CH3:5])([CH3:3])[CH3:2].Br[CH2:41][CH2:42][CH2:43][C:44]([CH2:55][CH3:56])([O:47][Si:48]([CH2:53][CH3:54])([CH2:51][CH3:52])[CH2:49][CH3:50])[CH2:45][CH3:46].[H-].[Na+].C1OCCOCCOCCOCCOC1>O1CCCC1>[Si:1]([O:8][C@@H:9]1[C@@:29]2([CH3:30])[C:13](=[CH:14][CH:15]=[C:16]3[C@@H:28]2[CH2:27][CH2:26][C@@:25]2([CH3:31])[C@H:17]3[CH2:18][CH:19]=[C:20]2[C:21]([O:24][CH2:41][CH2:42][CH2:43][C:44]([CH2:55][CH3:56])([O:47][Si:48]([CH2:53][CH3:54])([CH2:49][CH3:50])[CH2:51][CH3:52])[CH2:45][CH3:46])([CH3:23])[CH3:22])[CH2:12][C@@H:11]([O:32][Si:33]([C:36]([CH3:39])([CH3:38])[CH3:37])([CH3:34])[CH3:35])[CH2:10]1)([C:4]([CH3:7])([CH3:6])[CH3:5])([CH3:3])[CH3:2] |f:2.3|. Procedure: 1α,3β-Bis(tert-butyldimethylsilyloxy)-20-hydroxy-20-methylpregna-5,7,16-triene (100 mg, 0.175 mmol), 1-bromo-4-ethyl-4-(triethylsilyloxy)hexane (225 mg, 0.696 mmol), sodium hydride (60% in oil, 42 mg, 1.05 mmol), 15-crown-5 (38 mg, 0.173 mmol) and tetrahydrofuran (3 ml) were subjected to reaction using a procedure similar to that of Example 5(1) (reflux under heating for 3 hours), worked up and purified by column chromatography (hexane:toluene=2:1) to give the titled compound (143 mg, 100%) as a... Reactants: COC1=CC(=CC(=C1)C(F)(F)F)[N+](=O)[O-] (1-methoxy-3-nitro-5-(trifluoromethyl)benzene), B(Br)(Br)Br (BBr3). Solvent: C(Cl)Cl (DCM). Run at time 8 hour. Yields the product [N+](=O)([O-])C=1C=C(C=C(C1)C(F)(F)F)O (3-nitro-5-(trifluoromethyl)phenol). The yield is 37.6%. As a reaction SMILES: C[O:2][C:3]1[CH:8]=[C:7]([C:9]([F:12])([F:11])[F:10])[CH:6]=[C:5]([N+:13]([O-:15])=[O:14])[CH:4]=1.B(Br)(Br)Br>C(Cl)Cl>[N+:13]([C:5]1[CH:4]=[C:3]([OH:2])[CH:8]=[C:7]([C:9]([F:10])([F:11])[F:12])[CH:6]=1)([O-:15])=[O:14]. Procedure details: To 1-methoxy-3-nitro-5-(trifluoromethyl)benzene (2.21 g, 10.0 mmol) in DCM at 0° C. was added BBr3 (10 equivalents) dropwise over 5 minutes. The solution was allowed to warm to r.t overnight at which point it was quenched with sat. aqueous NaHCO3 and extracted with EtOAc. The organic layer was washed with H2O and brine, dried over MgSO4, filtered, and concentrated in vacuo to give 3-nitro-5-(trifluoromethyl)phenol (778 mg, 3.76 mmol, 37%), 1H NMR (300 MHz, DMSO-d6) δ 11.22 (s, 1H), 7.90 (s, 1H),... Reactants: O (water), FC(C=1C=C(C=C(C1)C(F)(F)F)NC=1C(C(C1N[C@H]([C@@H]1N2CC(C(C1)CC2)C=C)C2=CC=NC1=CC=C(C=C21)OC)=O)=O)(F)F (3-(3,5-Bis-trifluoromethyl-phenylamino)-4-{[(S)-(6-methoxy-quinolin-4-yl)-((R)-5-vinyl-1-aza-bicyclo[2.2.2]oct-2-yl)-methyl]-amino}-cyclobut-3-ene-1,2-dione), FC(C=1C=C(C=C(C1)C(F)(F)F)NC=1C(C(C1N[C@H]([C@@H]1N2CC(C(C1)CC2)C=C)C2=CC=NC1=CC=C(C=C21)OC)=O)=O)(F)F (3-(3,5-Bis-trifluoromethyl-phenylamino)-4-{[(S)-(6-methoxy-quinolin-4-yl)-((R)-5-vinyl-1-aza-bicyclo[2.2.2]oct-2-yl)-methyl]-amino}-cyclobut-3-ene-1,2-dione), ( 23 ), C(C)(C)(C)OC(C1=C(C=C(C=C1)C(\C=C(\C(F)(F)F)/C1=CC(=CC(=C1)Cl)Cl)=O)C)=O (4-[(E)-3-(3,5-Dichloro-phenyl)-4,4,4-trifluoro-but-2-enoyl]-2-methyl-benzoic acid tert-butyl ester), [N+](=O)([O-])C (nitromethane), [N+](=O)([O-])C (nitromethane), FC(C=1C=C(C=C(C1)C(F)(F)F)NC=1C(C(C1N[C@H]([C@@H]1N2CC(C(C1)CC2)C=C)C2=CC=NC1=CC=C(C=C21)OC)=O)=O)(F)F (3-(3,5-Bis-trifluoromethyl-phenylamino)-4-{[(S)-(6-methoxy-quinolin-4-yl)-((R)-5-vinyl-1-aza-bicyclo[2.2.2]oct-2-yl)-methyl]-amino}-cyclobut-3-ene-1,2-dione). Run in ClCCCl (1,2-dichloroethane). Product: C(C)(C)(C)OC(C1=C(C=C(C=C1)C(C[C@@](C(F)(F)F)(C[N+](=O)[O-])C1=CC(=CC(=C1)Cl)Cl)=O)C)=O (4-[(S)-3-(3,5-Dichloro-phenyl)-4,4,4-trifluoro-3-nitromethyl-butyryl]-2-methyl-benzoic acid tert-butyl ester). RXN SMILES: FC(F)(F)C1C=C(NC2C(=O)C(=O)C=2N[C@@H](C2C3C(=CC=C(OC)C=3)N=CC=2)[C@H]2CC3CCN2CC3C=C)C=C(C(F)(F)F)C=1.[C:46]([O:50][C:51](=[O:75])[C:52]1[CH:57]=[CH:56][C:55]([C:58](=[O:73])/[CH:59]=[C:60](\[C:65]2[CH:70]=[C:69]([Cl:71])[CH:68]=[C:67]([Cl:72])[CH:66]=2)/[C:61]([F:64])([F:63])[F:62])=[CH:54][C:53]=1[CH3:74])([CH3:49])([CH3:48])[CH3:47].[N+:76]([CH3:79])([O-:78])=[O:77].O>ClCCCl>[C:46]([O:50][C:51](=[O:75])[C:52]1[CH:57]=[CH:56][C:55]([C:58](=[O:73])[CH2:59][C@:60]([C:65]2[CH:70]=[C:69]([Cl:71])[CH:68]=[C:67]([Cl:72])[CH:66]=2)([CH2:79][N+:76]([O-:78])=[O:77])[C:61]([F:62])([F:64])[F:63])=[CH:54][C:53]=1[CH3:74])([CH3:49])([CH3:48])[CH3:47]. Reported procedure: To a solution of 3-(3,5-Bis-trifluoromethyl-phenylamino)-4-{[(S)-(6-methoxy-quinolin-4-yl)-((R)-5-vinyl-1-aza-bicyclo[2.2.2]oct-2-yl)-methyl]-amino}-cyclobut-3-ene-1,2-dione (20 mg, prepared according to the literature: Org. Lett., 2010, 12 (23), 5450-5453) in 1,2-dichloroethane (1.5 mL) under argon, was added 4-[(E)-3-(3,5-Dichloro-phenyl)-4,4,4-trifluoro-but-2-enoyl]-2-methyl-benzoic acid tert-butyl ester (300 mg) and nitromethane (0.35 ml). The solution was refluxed for 24 hours then more 3-(... Reactants: CCc1ccc(O)c(OC)c1, CC(=O)O, ClCCl, O=[N+]([O-])O. Product: CCc1cc(OC)c(O)c([N+](=O)[O-])c1. As a reaction SMILES: [CH2:5]([CH3:6])[c:7]1[cH:8][c:9]([O:14][CH3:15])[c:10]([OH:13])[cH:11][cH:12]1.[CH3:16][C:17](=[O:18])[OH:19].[Cl:20][CH2:21][Cl:22].[OH:1][N+:2]([O-:3])=[O:4]>>[O-:1][N+:2](=[O:4])[c:11]1[c:10]([OH:13])[c:9]([O:14][CH3:15])[cH:8][c:7]([CH2:5][CH3:6])[cH:12]1. The reactants are C=O, C1CCNC1, COc1c(O)cc(O)c2c(=O)cc(-c3ccccc3)oc12, CO. Yields the product COc1c(O)c(CN2CCCC2)c(O)c2c(=O)cc(-c3ccccc3)oc12. Reaction SMILES: [CH2:22]=[O:23].[CH2:24]1[CH2:25][CH2:26][NH:27][CH2:28]1.[CH3:1][O:2][c:3]1[c:4]([OH:5])[cH:6][c:7]([OH:8])[c:9]2[c:10]1[o:11][c:12](-[c:16]1[cH:17][cH:18][cH:19][cH:20][cH:21]1)[cH:13][c:14]2=[O:15].[CH3:29][OH:30]>>[CH3:1][O:2][c:3]1[c:4]([OH:5])[c:6]([CH2:22][N:27]2[CH2:26][CH2:25][CH2:24][CH2:28]2)[c:7]([OH:8])[c:9]2[c:10]1[o:11][c:12](-[c:16]1[cH:17][cH:18][cH:19][cH:20][cH:21]1)[cH:13][c:14]2=[O:15].